Dataset: the Open Reaction Database (ORD), a public repository of structured organic reaction records. Task: describe an organic reaction: reactants, conditions, products, and yield The reactants are [N+](=O)([O-])C1=CC=C(C=C1)CC(=O)O (4-nitrophenylacetic acid), NC(C(=O)OCC(C)C)CC (iso-butyl 2-aminobutyrate). Product: C(C(C)C)OC(C(CC)NC(CC1=CC=C(C=C1)[N+](=O)[O-])=O)=O (2-[(4-nitrophenyl)acetamido]butyric acid iso-butyl ester). As a reaction SMILES: [N+:1]([C:4]1[CH:9]=[CH:8][C:7]([CH2:10][C:11]([OH:13])=O)=[CH:6][CH:5]=1)([O-:3])=[O:2].[NH2:14][CH:15]([CH2:23][CH3:24])[C:16]([O:18][CH2:19][CH:20]([CH3:22])[CH3:21])=[O:17]>>[CH2:19]([O:18][C:16](=[O:17])[CH:15]([NH:14][C:11](=[O:13])[CH2:10][C:7]1[CH:6]=[CH:5][C:4]([N+:1]([O-:3])=[O:2])=[CH:9][CH:8]=1)[CH2:23][CH3:24])[CH:20]([CH3:21])[CH3:22]. Reported procedure: Following General Procedure BI above and using 4-nitrophenylacetic acid (Aldrich) and iso-butyl 2-aminobutyrate (prepared following General Procedure BJ above), the title compound was prepared. The reaction was monitored by tlc on silica gel and purification was by filtration as described in the general procedure. Starting materials: C1(=CC=CC=C1)C#C (phenylacetylene), C([O-])([O-])=O.[K+].[K+] (potassium carbonate), O.O.O.[F-].C(CCC)[N+](CCCC)(CCCC)CCCC (tetra-n-butylammonium fluoride trihydrate), ClC(Cl)(Cl)Cl (tetrachloromethane). Reaction conditions: temperature 24 celsius, time 10 minute. Yields the product ClC#CC1=CC=CC=C1 (1-chloro-2-phenylacetylene). The yield is 99.0%. As a reaction SMILES: [C:1]1([C:7]#[CH:8])[CH:6]=[CH:5][CH:4]=[CH:3][CH:2]=1.C(=O)([O-])[O-].[K+].[K+].O.O.O.[F-].C([N+](CCCC)(CCCC)CCCC)CCC.[Cl:36]C(Cl)(Cl)Cl>>[Cl:36][C:8]#[C:7][C:1]1[CH:6]=[CH:5][CH:4]=[CH:3][CH:2]=1 |f:1.2.3,4.5.6.7.8|. Procedure: In a 10 mL round-bottom flask, a mixture of 0.51 g phenylacetylene (5 mmol), 0.7 g potassium carbonate (5 mmol), 165 mg tetra-n-butylammonium fluoride trihydrate, and 3 mL tetrachloromethane was stirred at 24° C. for 10 min. After filtration of the solids, the filtrate was found to contain 0.68 g of 1-chloro-2-phenylacetylene (99% yield).